describe an organic reaction: reactants, conditions, products, and yield From a dataset of the Open Reaction Database (ORD), a public repository of structured organic reaction records. The reactants are C(C)C1=C(OC[C@H](CNC(CO)=O)O)C(=CC(=C1)C(NO)=N)C (N—((S)-3-[2-ethyl-4-(N-hydroxycarbamimidoyl)-6-methyl-phenoxy]-2-hydroxy-propyl)-2-hydroxy-acetamide), C(C)C(CC)C=1C=C(C(=O)O)C=C(N1)OC (2-(1-ethyl-propyl)-6-methoxy-isonicotinic acid), CCN(C(C)C)C(C)C (DIPEA), CN(C)C(=[N+](C)C)ON1C2=C(C=CC=C2)N=N1.[B-](F)(F)(F)F (TBTU). Run in CC(OCC)=O (EA), CN(C)C=O (DMF), C1CCOC1 (THF). Run at time 30 minute. Yields the product C(C)C1=C(OC[C@H](CNC(CO)=O)O)C(=CC(=C1)C1=NOC(=N1)C1=CC(=NC(=C1)OC)C(CC)CC)C (N-[(2S)-3-(2-Ethyl-4-{5-[2-(1-ethyl-propyl)-6-methoxy-pyridin-4-yl]-[1,2,4]oxadiazol-3-yl}-6-methyl-phenoxy)-2-hydroxy-propyl]-2-hydroxy-acetamide). Yield: 45.6%. RXN SMILES: [CH2:1]([CH:3]([C:6]1[CH:7]=[C:8]([CH:12]=[C:13]([O:15][CH3:16])[N:14]=1)[C:9]([OH:11])=O)[CH2:4][CH3:5])[CH3:2].CCN(C(C)C)C(C)C.CN(C(ON1N=NC2C=CC=CC1=2)=[N+](C)C)C.[B-](F)(F)(F)F.[CH2:48]([C:50]1[CH:65]=[C:64]([C:66](=[NH:69])[NH:67]O)[CH:63]=[C:62]([CH3:70])[C:51]=1[O:52][CH2:53][C@@H:54]([OH:61])[CH2:55][NH:56][C:57](=[O:60])[CH2:58][OH:59])[CH3:49]>CN(C=O)C.C1COCC1.CC(=O)OCC>[CH2:48]([C:50]1[CH:65]=[C:64]([C:66]2[N:69]=[C:9]([C:8]3[CH:12]=[C:13]([O:15][CH3:16])[N:14]=[C:6]([CH:3]([CH2:1][CH3:2])[CH2:4][CH3:5])[CH:7]=3)[O:11][N:67]=2)[CH:63]=[C:62]([CH3:70])[C:51]=1[O:52][CH2:53][C@@H:54]([OH:61])[CH2:55][NH:56][C:57](=[O:60])[CH2:58][OH:59])[CH3:49] |f:2.3|. Procedure: To a solution of 2-(1-ethyl-propyl)-6-methoxy-isonicotinic acid (200 mg, 770 μmol) in DMF (3 mL) and THF (10 mL), DIPEA (200 mg, 1.54 mmol) and TBTU (272 mg, 847 μmol) are added. The mixture is stirred at rt for 10 min before N—((S)-3-[2-ethyl-4-(N-hydroxycarbamimidoyl)-6-methyl-phenoxy]-2-hydroxy-propyl)-2-hydroxy-acetamide (251 mg, 770 μmol) is added. The mixture is stirred at rt for 30 min, diluted with EA (100 mL) and washed with brine. The org. extract is concentrated and the residue is dis... Reactants: C1CCNCC1, CCO, O=Cc1cnn2c(NC3CC3)cc(Nc3cc(F)cc(F)c3)nc12, O=C1CNC(=O)N1, O. The product is O=C1NC(=O)C(=Cc2cnn3c(NC4CC4)cc(Nc4cc(F)cc(F)c4)nc23)N1. RXN SMILES: [CH2:8]1[CH2:9][CH2:10][NH:11][CH2:12][CH2:13]1.[CH3:38][CH2:39][OH:40].[CH:14]1([NH:17][c:18]2[cH:19][c:20]([NH:29][c:30]3[cH:31][c:32]([F:37])[cH:33][c:34]([F:36])[cH:35]3)[n:21][c:22]3[n:23]2[n:24][cH:25][c:26]3[CH:27]=[O:28])[CH2:15][CH2:16]1.[O:1]=[C:2]1[CH2:3][NH:4][C:5](=[O:6])[NH:7]1.[OH2:41]>>[O:1]=[C:2]1[C:3](=[CH:27][c:26]2[c:22]3[n:21][c:20]([NH:29][c:30]4[cH:31][c:32]([F:37])[cH:33][c:34]([F:36])[cH:35]4)[cH:19][c:18]([NH:17][CH:14]4[CH2:15][CH2:16]4)[n:23]3[n:24][cH:25]2)[NH:4][C:5](=[O:6])[NH:7]1. The reactants are CC(C)NNC(=O)c1ccco1, CC(C)NC(C)C, O=C(O)COc1ccc(F)cc1-c1ccccc1OC(F)(F)F, CN(C)C=O. The product is CC(C)N(NC(=O)c1ccco1)C(=O)COc1ccc(F)cc1-c1ccccc1OC(F)(F)F. As a reaction SMILES: [CH:24]([CH3:25])([CH3:26])[NH:27][NH:28][C:29](=[O:30])[c:31]1[o:32][cH:33][cH:34][cH:35]1.[CH:36]([NH:37][CH:38]([CH3:39])[CH3:40])([CH3:41])[CH3:42].[F:1][c:2]1[cH:3][cH:4][c:5]([O:19][CH2:20][C:21](=[O:22])[OH:23])[c:6](-[c:8]2[c:9]([O:14][C:15]([F:16])([F:17])[F:18])[cH:10][cH:11][cH:12][cH:13]2)[cH:7]1.[O:43]=[CH:44][N:45]([CH3:46])[CH3:47]>>[F:1][c:2]1[cH:3][cH:4][c:5]([O:19][CH2:20][C:21](=[O:22])[N:27]([CH:24]([CH3:25])[CH3:26])[NH:28][C:29](=[O:30])[c:31]2[o:32][cH:33][cH:34][cH:35]2)[c:6](-[c:8]2[c:9]([O:14][C:15]([F:16])([F:17])[F:18])[cH:10][cH:11][cH:12][cH:13]2)[cH:7]1. Starting materials: CCOC(C)=O, [H][H], COC(=O)C1CCC(NC(=O)OC(C)(C)C)C(N=[N+]=[N-])C1. Yields the product COC(=O)C1CCC(NC(=O)OC(C)(C)C)C(N)C1. Reaction SMILES: [CH3:24][CH2:25][O:26][C:27](=[O:28])[CH3:29].[H:22][H:23].[N:1](=[N+:2]=[N-:3])[CH:4]1[CH2:5][CH:6]([C:18](=[O:19])[O:20][CH3:21])[CH2:7][CH2:8][CH:9]1[NH:10][C:11](=[O:12])[O:13][C:14]([CH3:15])([CH3:16])[CH3:17]>>[NH2:1][CH:4]1[CH2:5][CH:6]([C:18](=[O:19])[O:20][CH3:21])[CH2:7][CH2:8][CH:9]1[NH:10][C:11](=[O:12])[O:13][C:14]([CH3:15])([CH3:16])[CH3:17]. Reactants: Cl.CN1N=CC(=C1)C1=CC=2N(C(=N1)C=1C=NN(C1)C1(CNC1)CC#N)C=CN2 (2-(3-(4-(7-(1-Methyl-1H-pyrazol-4-yl)imidazo[1,2-c]pyrimidin-5-yl)-1H-pyrazol-1-yl)azetidin-3-yl)acetonitrile hydrochloride), C(C)#N (acetonitrile), C(=O)([O-])[O-].[K+].[K+] (K2CO3), FC(S(=O)(=O)OCC(F)(F)F)(F)F (2,2,2-trifluoroethyl trifluoromethanesulfonate). The solvent is O (water). Conditions: temperature 45 celsius. Yields the product CN1N=CC(=C1)C1=CC=2N(C(=N1)C=1C=NN(C1)C1(CN(C1)CC(F)(F)F)CC#N)C=CN2 (2-(3-(4-(7-(1-methyl-1H-pyrazol-4-yl)imidazo[1,2-c]pyrimidin-5-yl)-1H-pyrazol-1-yl)-1-(2,2,2-trifluoro ethyl)azetidin-3-yl)acetonitrile). Yield: 45.3%. Reaction SMILES: Cl.[CH3:2][N:3]1[CH:7]=[C:6]([C:8]2[N:13]=[C:12]([C:14]3[CH:15]=[N:16][N:17]([C:19]4([CH2:23][C:24]#[N:25])[CH2:22][NH:21][CH2:20]4)[CH:18]=3)[N:11]3[CH:26]=[CH:27][N:28]=[C:10]3[CH:9]=2)[CH:5]=[N:4]1.C(#N)C.C([O-])([O-])=O.[K+].[K+].FC(F)(F)S(O[CH2:44][C:45]([F:48])([F:47])[F:46])(=O)=O>O>[CH3:2][N:3]1[CH:7]=[C:6]([C:8]2[N:13]=[C:12]([C:14]3[CH:15]=[N:16][N:17]([C:19]4([CH2:23][C:24]#[N:25])[CH2:22][N:21]([CH2:44][C:45]([F:48])([F:47])[F:46])[CH2:20]4)[CH:18]=3)[N:11]3[CH:26]=[CH:27][N:28]=[C:10]3[CH:9]=2)[CH:5]=[N:4]1 |f:0.1,3.4.5|. Procedure details: To a solution of 2-(3-(4-(7-(1-methyl-1H-pyrazol-4-yl)imidazo[1,2-c]pyrimidin-5-yl)-1H-pyrazol-1-yl)azetidin-3-yl)acetonitrile hydrochloride (Example 62; 50 mg, 0.12 mmol) in acetonitrile (1.2 mL, 0.12 mmol) was added K2CO3 (48 mg, 0.35 mmol) and 2,2,2-trifluoroethyl trifluoromethanesulfonate (30 mg, 0.13 mmol). The reaction mixture was heated to 45° C. for 15 hours, then cooled. After diluting in water, the mixture was extracted with EtOAc. The combined organic layers were dried over MgSO4, fil...